From a dataset of the Open Reaction Database (ORD), a public repository of structured organic reaction records. describe an organic reaction: reactants, conditions, products, and yield The reactants are C(C)(=O)N1[C@H](C[C@H](C2=CC(=CC=C12)Br)NC=O)C ([(cis)-1-acetyl-6-bromo-2-methyl-1,2,3,4-tetrahydro-4-quinolinyl]formamide), [OH-].[Na+] (NaOH), Intermediate 43, Cl (HCl). The solvent is CO (MeOH). Yields the product C(C)(=O)N1[C@H](C[C@H](C2=CC(=CC=C12)Br)N)C ((cis)-1-acetyl-6-bromo-2-methyl-1,2,3,4-tetrahydro-4-quinolinamine). The yield is 91.0%. As a reaction SMILES: [C:1]([N:4]1[C:13]2[C:8](=[CH:9][C:10]([Br:14])=[CH:11][CH:12]=2)[C@H:7]([NH:15]C=O)[CH2:6][C@@H:5]1[CH3:18])(=[O:3])[CH3:2].Cl.[OH-].[Na+]>CO>[C:1]([N:4]1[C:13]2[C:8](=[CH:9][C:10]([Br:14])=[CH:11][CH:12]=2)[C@H:7]([NH2:15])[CH2:6][C@@H:5]1[CH3:18])(=[O:3])[CH3:2] |f:2.3|. Procedure details: To a suspension of [(cis)-1-acetyl-6-bromo-2-methyl-1,2,3,4-tetrahydro-4-quinolinyl]formamide (for a preparation see Intermediate 43) (4 g, 12.9 mol) in MeOH (50 mL) was added 6N HCl (6.5 mL, 38.6 mmol). The resulting mixture was stirred at reflux for 3 hours and the medium was made basic by the addition of 2N NaOH. The MeOH was evaporated under reduced pressure and the organic material extracted with EtOAc (250 mL). The organic phase was washed with brine, dried over Na2SO4 and concentrated to ... Starting materials: CCOC(=O)c1cnccc1Nc1nc(-c2cc(Cl)ccc2F)nc2c1OCC2, CO, [Na+], [OH-]. Yields the product O=C(O)c1cnccc1Nc1nc(-c2cc(Cl)ccc2F)nc2c1OCC2. Reaction SMILES: [CH2:1]([CH3:2])[O:3][C:4]([c:5]1[cH:6][n:7][cH:8][cH:9][c:10]1[NH:11][c:12]1[c:13]2[c:14]([n:15][c:16](-[c:18]3[c:19]([F:25])[cH:20][cH:21][c:22]([Cl:24])[cH:23]3)[n:17]1)[CH2:26][CH2:27][O:28]2)=[O:29].[CH3:32][OH:33].[Na+:31].[OH-:30]>>[O:3]=[C:4]([c:5]1[cH:6][n:7][cH:8][cH:9][c:10]1[NH:11][c:12]1[c:13]2[c:14]([n:15][c:16](-[c:18]3[c:19]([F:25])[cH:20][cH:21][c:22]([Cl:24])[cH:23]3)[n:17]1)[CH2:26][CH2:27][O:28]2)[OH:29]. The reactants are ClC1=C(C#N)C=CC(=C1)Cl (2,4-dichloro benzonitrile), C1(=CC=CC=C1)[Mg]Br (phenyl magnesium bromide), [BH4-].[Na+] (NaBH4). Run in CO (MeOH). The product is ClC1=C(C=CC(=C1)Cl)C(C1=CC=CC=C1)N ((RS)-C-(2,4-Dichloro-phenyl)-C-phenyl-methylamine). RXN SMILES: [Cl:1][C:2]1[CH:9]=[C:8]([Cl:10])[CH:7]=[CH:6][C:3]=1[C:4]#[N:5].[C:11]1([Mg]Br)[CH:16]=[CH:15][CH:14]=[CH:13][CH:12]=1.[BH4-].[Na+]>CO>[Cl:1][C:2]1[CH:9]=[C:8]([Cl:10])[CH:7]=[CH:6][C:3]=1[CH:4]([NH2:5])[C:11]1[CH:16]=[CH:15][CH:14]=[CH:13][CH:12]=1 |f:2.3|. Reported procedure: The title compound was prepared from 2,4-dichloro benzonitrile and a) phenyl magnesium bromide b) NaBH4 in MeOH in analogy to known methods.9 Starting materials: CC1(OC2=C(C(=CC(=C2)C(C)CCCC2=CC=C(C=C2)F)O)C=2C1=CC=NC2)C (5,5-dimethyl-8-[5-(4-fluorophenyl)-2-pentyl]-10-hydroxy-5H-[1]benzopyrano[3,4-d]pyridine), C(C=C)Br (2-propenyl bromide). Product: CC1(OC2=C(C(=CC(=C2)C(C)CCCC2=CC=C(C=C2)F)OCC=C)C=2C1=CC=NC2)C (5,5-Dimethyl-8-[5-(4-fluorophenyl)-2-pentyl]-10-(2-propenyloxy)-5H-[1]benzopyrano[3,4-d]pyridine). As a reaction SMILES: [CH3:1][C:2]1([CH3:29])[C:24]2=[CH:25][CH:26]=[N:27][CH:28]=[C:23]2[C:5]2[C:6]([OH:22])=[CH:7][C:8]([CH:10]([CH2:12][CH2:13][CH2:14][C:15]3[CH:20]=[CH:19][C:18]([F:21])=[CH:17][CH:16]=3)[CH3:11])=[CH:9][C:4]=2[O:3]1.[CH2:30](Br)[CH:31]=[CH2:32]>>[CH3:29][C:2]1([CH3:1])[C:24]2=[CH:25][CH:26]=[N:27][CH:28]=[C:23]2[C:5]2[C:6]([O:22][CH2:32][CH:31]=[CH2:30])=[CH:7][C:8]([CH:10]([CH2:12][CH2:13][CH2:14][C:15]3[CH:16]=[CH:17][C:18]([F:21])=[CH:19][CH:20]=3)[CH3:11])=[CH:9][C:4]=2[O:3]1. Reported procedure: 5,5-Dimethyl-8-[5-(4-fluorophenyl)-2-pentyl]-10-(2-propenyloxy)-5H-[1]benzopyrano[3,4-d]pyridine was prepared by reacting 5,5-dimethyl-8-[5-(4-fluorophenyl)-2-pentyl]-10-hydroxy-5H-[1]benzopyrano[3,4-d]pyridine with 2-propenyl bromide following the procedure of Example 51. Reactants: C(C1=CC=CC=C1)OC1=CC(=C(OCCC=2N=C(OC2C)C2=CC=CC=C2)C=C1)CCC1=CC=CC=C1 (4-[2-(4-benzyloxy-2-phenethylphenoxy)ethyl]-5-methyl-2-phenyloxazole), [H][H] (hydrogen). Reagents/catalysts: [Pd] (Pd/C). Solvent: C(C)O (ethanol). The product is C(CC1=CC=CC=C1)C=1C=C(C=CC1OCCC=1N=C(OC1C)C1=CC=C(C=C1)C1=CC=CC=C1)O (3-Phenethyl-4-[2-(5-methyl-2-biphenyl-4-yl-oxazole-4-yl)ethoxy]phenol). RXN SMILES: C([O:8][C:9]1[CH:29]=[CH:28][C:12]([O:13][CH2:14][CH2:15][C:16]2[N:17]=[C:18]([C:22]3[CH:27]=[CH:26][CH:25]=[CH:24][CH:23]=3)[O:19][C:20]=2[CH3:21])=[C:11]([CH2:30][CH2:31][C:32]2[CH:37]=[CH:36][CH:35]=[CH:34][CH:33]=2)[CH:10]=1)C1C=CC=CC=1.[H][H]>C(O)C.[Pd]>[CH2:30]([C:11]1[CH:10]=[C:9]([OH:8])[CH:29]=[CH:28][C:12]=1[O:13][CH2:14][CH2:15][C:16]1[N:17]=[C:18]([C:22]2[CH:27]=[CH:26][C:25]([C:9]3[CH:29]=[CH:28][CH:12]=[CH:11][CH:10]=3)=[CH:24][CH:23]=2)[O:19][C:20]=1[CH3:21])[CH2:31][C:32]1[CH:33]=[CH:34][CH:35]=[CH:36][CH:37]=1. Reported procedure: A solution of 4-[2-(4-benzyloxy-2-phenethylphenoxy)ethyl]-5-methyl-2-phenyloxazole (3.16 mmol) in ethanol (100 mL) was treated with 5% Pd/C (160 mg) and hydrogen (60 psi) at ambient temperature for 18 h. The mixture was filtered and concentrated in vacuo to give a tan solid.